From a dataset of the Open Reaction Database (ORD), a public repository of structured organic reaction records. describe an organic reaction: reactants, conditions, products, and yield Reactants: CN(C1=CC=C(C=O)C=C1)C (4-dimethylaminobenzaldehyde), NC=1C=CC(=C(C1)O)C (5-amino-2-methyl-phenol), C(#N)[BH3-].[Na+] (sodium cyanoborohydride). Solvent: CO (methanol). Reaction conditions: time 3 day. Product: CN(C1=CC=C(CNC=2C=CC(=C(C2)O)C)C=C1)C (5-(4-dimethylamino-benzylamino)-2-methyl-phenol). Isolated yield 9.1%. As a reaction SMILES: [CH3:1][N:2]([CH3:11])[C:3]1[CH:10]=[CH:9][C:6]([CH:7]=O)=[CH:5][CH:4]=1.[NH2:12][C:13]1[CH:14]=[CH:15][C:16]([CH3:20])=[C:17]([OH:19])[CH:18]=1.C([BH3-])#N.[Na+]>CO>[CH3:1][N:2]([CH3:11])[C:3]1[CH:10]=[CH:9][C:6]([CH2:7][NH:12][C:13]2[CH:14]=[CH:15][C:16]([CH3:20])=[C:17]([OH:19])[CH:18]=2)=[CH:5][CH:4]=1 |f:2.3|. Reported procedure: To a solution of 4-dimethylaminobenzaldehyde 1 (14.8 g, 100 mmol) in methanol (250 mL) (Scheme 1) were added 5-amino-2-methyl-phenol 2 (14.8 g, 120 mmol) and sodium cyanoborohydride (19.0 g, 300 mmol). The reaction mixture was stirred at room temperature for 3 d. The reaction mixture was evaporated and water was added. The mixture was extracted with ethyl acetate, washed with brine and dried over MgSO4, filtered and evaporated to give a crude orange solid. This crude solid was recrystallized fro...